From a dataset of the Open Reaction Database (ORD), a public repository of structured organic reaction records. describe an organic reaction: reactants, conditions, products, and yield Reactants: O=C([O-])[O-], CC(C)c1cc(C#N)cc2nc(-c3ccc(C(=O)NCC4(C)CN(c5ccc(Cl)cn5)C(=O)O4)cc3)oc12, OB(O)c1ccccc1OC(F)(F)F, [K+], [K+], C1CCOC1, O. Yields the product CC(C)c1cc(C#N)cc2nc(-c3ccc(C(=O)NCC4(C)CN(c5ccc(-c6ccccc6OC(F)(F)F)cn5)C(=O)O4)cc3)oc12. Reaction SMILES: [C:39](=[O:40])([O-:41])[O-:42].[Cl:1][c:2]1[cH:3][cH:4][c:5]([N:8]2[C:9](=[O:38])[O:10][C:11]([CH3:13])([CH2:14][NH:15][C:16]([c:17]3[cH:18][cH:19][c:20](-[c:23]4[o:24][c:25]5[c:26]([n:27]4)[cH:28][c:29]([C:35]#[N:36])[cH:30][c:31]5[CH:32]([CH3:33])[CH3:34])[cH:21][cH:22]3)=[O:37])[CH2:12]2)[n:6][cH:7]1.[F:45][C:46]([O:47][c:48]1[c:49]([B:54]([OH:55])[OH:56])[cH:50][cH:51][cH:52][cH:53]1)([F:57])[F:58].[K+:43].[K+:44].[O:59]1[CH2:60][CH2:61][CH2:62][CH2:63]1.[OH2:64]>>[c:2]1(-[c:49]2[c:48]([O:47][C:46]([F:45])([F:57])[F:58])[cH:53][cH:52][cH:51][cH:50]2)[cH:3][cH:4][c:5]([N:8]2[C:9](=[O:38])[O:10][C:11]([CH3:13])([CH2:14][NH:15][C:16]([c:17]3[cH:18][cH:19][c:20](-[c:23]4[o:24][c:25]5[c:26]([n:27]4)[cH:28][c:29]([C:35]#[N:36])[cH:30][c:31]5[CH:32]([CH3:33])[CH3:34])[cH:21][cH:22]3)=[O:37])[CH2:12]2)[n:6][cH:7]1. Yields the product O=C1NCCC1c1ccc(C(F)(F)F)cc1. The reactants are CCOC(=O)C(CC#N)c1ccc(C(F)(F)F)cc1, CO, N, [Ni], O. As a reaction SMILES: [C:1](#[N:2])[CH2:3][CH:4]([C:5](=[O:6])[O:7][CH2:8][CH3:9])[c:10]1[cH:11][cH:12][c:13]([C:16]([F:17])([F:18])[F:19])[cH:14][cH:15]1.[CH3:22][OH:23].[NH3:20].[Ni:24].[OH2:21]>>[CH2:1]1[NH:2][C:5](=[O:6])[CH:4]([c:10]2[cH:11][cH:12][c:13]([C:16]([F:17])([F:18])[F:19])[cH:14][cH:15]2)[CH2:3]1. Reactants: ClCCl, CC(=O)OC(C)=O, O=C(O)c1cc(-c2cccnc2)ccc1O, c1ccncc1. Yields the product CC(=O)Oc1ccc(-c2cccnc2)cc1C(=O)O. As a reaction SMILES: [CH2:1]([Cl:2])[Cl:3].[CH3:4][C:5](=[O:6])[O:7][C:8](=[O:9])[CH3:10].[OH:11][c:12]1[c:13]([C:14](=[O:15])[OH:16])[cH:17][c:18](-[c:21]2[cH:22][n:23][cH:24][cH:25][cH:26]2)[cH:19][cH:20]1.[cH:27]1[cH:28][cH:29][n:30][cH:31][cH:32]1>>[CH3:4][C:5](=[O:6])[O:11][c:12]1[c:13]([C:14](=[O:15])[OH:16])[cH:17][c:18](-[c:21]2[cH:22][n:23][cH:24][cH:25][cH:26]2)[cH:19][cH:20]1. The product is Cc1ccc2c(N3CCC(O)CC3)c(F)ccc2n1. The reactants are CCCCCCCCO, Cl, O=N[O-], [Na+], [Na+], [OH-], O, Cc1ccc2c(N3CCC(O)CC3)c(F)cc(N)c2n1, OP(O)P(O)O. RXN SMILES: [CH2:35]([OH:36])[CH2:37][CH2:38][CH2:39][CH2:40][CH2:41][CH2:42][CH3:43].[ClH:21].[N:22]([O-:23])=[O:24].[Na+:25].[Na+:33].[OH-:32].[OH2:34].[OH:1][CH:2]1[CH2:3][CH2:4][N:5]([c:8]2[c:9]3[cH:10][cH:11][c:12]([CH3:20])[n:13][c:14]3[c:15]([NH2:19])[cH:16][c:17]2[F:18])[CH2:6][CH2:7]1.[P:26]([P:27]([OH:28])[OH:29])([OH:30])[OH:31]>>[OH:1][CH:2]1[CH2:3][CH2:4][N:5]([c:8]2[c:9]3[cH:10][cH:11][c:12]([CH3:20])[n:13][c:14]3[cH:15][cH:16][c:17]2[F:18])[CH2:6][CH2:7]1. Reactants: [N+](=O)([O-])C=1C=C(C(O)=CC1)O (4-nitrocatechol), C(CCCCCCCCCCCCCCCCC)N=C=O (octadecyl isocyanate). Product: C(CCCCCCCCCCCCCCCCC)NC(=O)OC=1C=C(C=CC1OC(=O)NCCCCCCCCCCCCCCCCCC)[N+](=O)[O-] (3,4-bis [[(octadecylamino)carbonyl]oxy]nitrobenzene). Reaction SMILES: [N+:1]([C:4]1[CH:5]=[C:6]([OH:11])[C:7](=[CH:9][CH:10]=1)[OH:8])([O-:3])=[O:2].[CH2:12]([N:30]=[C:31]=[O:32])[CH2:13][CH2:14][CH2:15][CH2:16][CH2:17][CH2:18][CH2:19][CH2:20][CH2:21][CH2:22][CH2:23][CH2:24][CH2:25][CH2:26][CH2:27][CH2:28][CH3:29]>>[CH2:12]([NH:30][C:31]([O:11][C:6]1[CH:5]=[C:4]([N+:1]([O-:3])=[O:2])[CH:10]=[CH:9][C:7]=1[O:8][C:31]([NH:30][CH2:12][CH2:13][CH2:14][CH2:15][CH2:16][CH2:17][CH2:18][CH2:19][CH2:20][CH2:21][CH2:22][CH2:23][CH2:24][CH2:25][CH2:26][CH2:27][CH2:28][CH3:29])=[O:32])=[O:32])[CH2:13][CH2:14][CH2:15][CH2:16][CH2:17][CH2:18][CH2:19][CH2:20][CH2:21][CH2:22][CH2:23][CH2:24][CH2:25][CH2:26][CH2:27][CH2:28][CH3:29]. Reported procedure: Using this procedure, the reaction of 4-nitrocatechol with octadecyl isocyanate gave 3,4-bis [[(octadecylamino)carbonyl]oxy]nitrobenzene (mp 117°-121°). The structure was confirmed by the nmr spectrum. Reactants: C(C)(C)(C)OC(C1=C(C=C(C(=C1)B1OC(C(O1)(C)C)(C)C)C)C)=O (2,4-Dimethyl-5-(4,4,5,5-tetramethyl[1,3,2]dioxaborolan-2-yl)benzoic acid tert-butyl ester), NC1=NC(=CC(=N1)Cl)Cl (2-amino-4,6-dichloropyrimidine), C([O-])(O)=O.[Na+] (sodium bicarbonate), O (water). Solvent: O1CCOCC1 (1,4-dioxane), O1CCOCC1 (1,4-dioxane), C(C)(=O)OCC (ethyl acetate). Run at temperature 80 celsius, time 10 minute. Product: C(C)(C)(C)OC(C1=C(C=C(C(=C1)C1=NC(=NC(=C1)Cl)N)C)C)=O (5-(2-amino-6-chloropyrimidin-4-yl)-2,4-dimethylbenzoic acid tert-butyl ester). Yield: 70.2%. As a reaction SMILES: [NH2:1][C:2]1[N:7]=[C:6]([Cl:8])[CH:5]=[C:4](Cl)[N:3]=1.C(=O)(O)[O-].[Na+].O.[C:16]([O:20][C:21](=[O:39])[C:22]1[CH:27]=[C:26](B2OC(C)(C)C(C)(C)O2)[C:25]([CH3:37])=[CH:24][C:23]=1[CH3:38])([CH3:19])([CH3:18])[CH3:17]>O1CCOCC1.C(OCC)(=O)C>[C:16]([O:20][C:21](=[O:39])[C:22]1[CH:27]=[C:26]([C:4]2[CH:5]=[C:6]([Cl:8])[N:7]=[C:2]([NH2:1])[N:3]=2)[C:25]([CH3:37])=[CH:24][C:23]=1[CH3:38])([CH3:19])([CH3:18])[CH3:17] |f:1.2|. Reported procedure: Commercially available 2-amino-4,6-dichloropyrimidine (460 mg, 2.8 mmol), palladium dichloride-diphenylphosphinoferrocene dichloromethane complex (98 mg, 0.12 mmol), sodium bicarbonate (471 mg, 5.61 mmol), 1,4-dioxane (4.5 ml), and water (2.5 ml) were placed in a reaction vessel. The resulting mixture was stirred at 80° C. for 10 minutes. 2,4-Dimethyl-5-(4,4,5,5-tetramethyl[1,3,2]dioxaborolan-2-yl)benzoic acid tert-butyl ester (620 mg, 1.8 mmol) obtained in Step 3 above that was dissolved in 1,4... Starting materials: ice, OC=1SC(=C(N1)C)CCCl (2-hydroxy-4-methyl-5-(2-chloroethyl)-thiazole), Cl (hydrogen chloride), P(=O)(Cl)(Cl)Cl (phosphoryl chloride). The solvent is ClC1=CC=CC=C1 (chlorobezene). Reaction conditions: temperature 100 celsius. The product is ClC=1SC(=C(N1)C)CCCl (2-chloro-4-methyl-5-(2-chloroethyl)thiazole). The yield is 73.9%. Reaction SMILES: O[C:2]1[S:3][C:4]([CH2:8][CH2:9][Cl:10])=[C:5]([CH3:7])[N:6]=1.P(Cl)(Cl)([Cl:13])=O.Cl>ClC1C=CC=CC=1>[Cl:13][C:2]1[S:3][C:4]([CH2:8][CH2:9][Cl:10])=[C:5]([CH3:7])[N:6]=1. Reported procedure: A suspension of 177.6 g (1 mole) of 2-hydroxy-4-methyl-5-(2-chloroethyl)-thiazole in 530 cm3 of anhydrous chlorobezene is heated to 100° C. under stirring. 306.6 g (2 moles) of phosphoryl chloride are flown into the solution in 30 minutes, then it is stirred at a temperature of 125°-130° C. until the formation of hydrogen chloride ceases (about 2 hours). The reaction mixture is cooled to 20° C., then it is poured onto 1.5 kg of ice. The phases are separated, the aqueous phase is extracted twice ...